From a dataset of the Open Reaction Database (ORD), a public repository of structured organic reaction records. describe an organic reaction: reactants, conditions, products, and yield Reactants: COC(=O)c1cc([N+](=O)[O-])c(-n2ccnc2C2CCC(O[Si](C)(C)C(C)(C)C)CC2)cc1C, CO. Product: COC(=O)c1cc(N)c(-n2ccnc2C2CCC(O[Si](C)(C)C(C)(C)C)CC2)cc1C. RXN SMILES: [C:1]([CH3:2])([CH3:3])([CH3:4])[Si:5]([O:6][CH:7]1[CH2:8][CH2:9][CH:10]([c:13]2[n:14](-[c:18]3[cH:19][c:20]([CH3:31])[c:21]([C:22](=[O:23])[O:24][CH3:25])[cH:26][c:27]3[N+:28]([O-:29])=[O:30])[cH:15][cH:16][n:17]2)[CH2:11][CH2:12]1)([CH3:32])[CH3:33].[CH3:34][OH:35]>>[C:1]([CH3:2])([CH3:3])([CH3:4])[Si:5]([O:6][CH:7]1[CH2:8][CH2:9][CH:10]([c:13]2[n:14](-[c:18]3[cH:19][c:20]([CH3:31])[c:21]([C:22](=[O:23])[O:24][CH3:25])[cH:26][c:27]3[NH2:28])[cH:15][cH:16][n:17]2)[CH2:11][CH2:12]1)([CH3:32])[CH3:33]. The reactants are [N-]=[N+]=[N-] (azide), CP(C)C (trimethylphosphine), N(=[N+]=[N-])C1=NC=CC(=C1C(F)(F)F)NCCCC1=CC=CC=C1 (2-azido-N-(3-phenylpropyl)-3-(trifluoromethyl)pyridin-4-amine), CP(C)C (trimethylphosphine), CP(C)C (trimethylphosphine). Solvent: O1CCCC1 (tetrahydrofuran), O (water), O1CCCC1 (tetrahydrofuran). Run at time 4 hour. Product: C1(=CC=CC=C1)CCCNC1=C(C(=NC=C1)N)C(F)(F)F (N4-(3-Phenylpropyl)-3-(trifluoromethyl)pyridine-2,4-diamine). RXN SMILES: [N:1]([C:4]1[C:9]([C:10]([F:13])([F:12])[F:11])=[C:8]([NH:14][CH2:15][CH2:16][CH2:17][C:18]2[CH:23]=[CH:22][CH:21]=[CH:20][CH:19]=2)[CH:7]=[CH:6][N:5]=1)=[N+]=[N-].CP(C)C.[N-]=[N+]=[N-]>O1CCCC1.O>[C:18]1([CH2:17][CH2:16][CH2:15][NH:14][C:8]2[CH:7]=[CH:6][N:5]=[C:4]([NH2:1])[C:9]=2[C:10]([F:13])([F:11])[F:12])[CH:23]=[CH:22][CH:21]=[CH:20][CH:19]=1. Procedure details: To a solution of 2-azido-N-(3-phenylpropyl)-3-(trifluoromethyl)pyridin-4-amine (125 mg, 0.389 mmol) in tetrahydrofuran (4.0 mL) and water (0.066 mL, 3.69 mmol was added trimethylphosphine (1.0 M in tetrahydrofuran; 0.443 mL, 0.443 mmol. After four hours starting material remained and an additional 500 μL of trimethylphosphine was added. After 21 hours, LC/MS showed a 6.7:1 ratio of desired:starting material. An additional 200 μL of trimethylphosphine was added. After 25 hours the ratio by LC/MS ... Reactants: C(C)OC(=O)C1(CCN(CC1)C1=NC=C(C=N1)C=1C=C(C2=C(N=C(S2)NC(=O)NCC)C1)Br)C (1-{5-[7-Bromo-2-(3-ethyl-ureido)-benzothiazol-5-yl]-pyrimidin-2-yl}-4-methyl-piperidine-4-carboxylic acid ethyl ester), C1(CCCCC1)[Mg]Cl (Cyclohexylmagnesium chloride), CCOCC (Et2O), [Li+].[Cl-] (LiCl), CCOCC (Et2O). Reagents/catalysts: C1=CC=C(C=C1)P([C-]2C=CC=C2)C3=CC=CC=C3.C1=CC=C(C=C1)P([C-]2C=CC=C2)C3=CC=CC=C3.Cl[Pd]Cl.[Fe+2] (Pd(dppf)Cl2), [Cl-].[Zn+2].[Cl-] (zinc chloride). Run in C(Cl)Cl (DCM), C1CCOC1 (THF), C1CCOC1 (THF). Run at time 15 minute. The product is C1(CCCCC1)C1=CC(=CC=2N=C(SC21)NC(NCC)=O)C=2C=NC(=NC2)N2CCC(CC2)(C(=O)OCC)C (Ethyl 1-[5-[7-cyclohexyl-2-(ethylcarbamoylamino)-1,3-benzothiazol-5-yl]pyrimidin-2-yl]-4-methyl-piperidine-4-carboxylate). RXN SMILES: [CH:1]1([Mg]Cl)[CH2:6][CH2:5][CH2:4][CH2:3][CH2:2]1.CCOCC.[Li+].[Cl-].[CH2:16]([O:18][C:19]([C:21]1([CH3:49])[CH2:26][CH2:25][N:24]([C:27]2[N:32]=[CH:31][C:30]([C:33]3[CH:34]=[C:35](Br)[C:36]4[S:40][C:39]([NH:41][C:42]([NH:44][CH2:45][CH3:46])=[O:43])=[N:38][C:37]=4[CH:47]=3)=[CH:29][N:28]=2)[CH2:23][CH2:22]1)=[O:20])[CH3:17]>[Cl-].[Zn+2].[Cl-].C1C=CC(P(C2C=CC=CC=2)[C-]2C=CC=C2)=CC=1.C1C=CC(P(C2C=CC=CC=2)[C-]2C=CC=C2)=CC=1.Cl[Pd]Cl.[Fe+2].C(Cl)Cl.C1COCC1>[CH:1]1([C:35]2[C:36]3[S:40][C:39]([NH:41][C:42](=[O:43])[NH:44][CH2:45][CH3:46])=[N:38][C:37]=3[CH:47]=[C:33]([C:30]3[CH:29]=[N:28][C:27]([N:24]4[CH2:25][CH2:26][C:21]([CH3:49])([C:19]([O:18][CH2:16][CH3:17])=[O:20])[CH2:22][CH2:23]4)=[N:32][CH:31]=3)[CH:34]=2)[CH2:6][CH2:5][CH2:4][CH2:3][CH2:2]1 |f:2.3,5.6.7,8.9.10.11|. Procedure details: Cyclohexylmagnesium chloride in Et2O (2.03 mL, 3.65 mmol) was added to a THF (2.5 mL) solution of LiCl (53 mg, 1.25 mmol) and 1M zinc chloride in Et2O (4.38 mL, 4.38 mmol) at rt, after which a grey precipitate immediately formed. After stirring at rt for 15 mins, a THF solution (3 mL) of 1-{5-[7-Bromo-2-(3-ethyl-ureido)-benzothiazol-5-yl]-pyrimidin-2-yl}-4-methyl-piperidine-4-carboxylic acid ethyl ester (100 mg, 182.66 mmol) and Pd(dppf)Cl2.DCM (10 mol %) and was allowed to stir at rt for 30 min...